From a dataset of the Open Reaction Database (ORD), a public repository of structured organic reaction records. describe an organic reaction: reactants, conditions, products, and yield Starting materials: NO (hydroxylamine), FC1=C(C#N)C(=CC=C1F)C(F)(F)F (2,3-difluoro-6-trifluoromethylbenzonitrile), CO.O (methanol water). The solvent is O (water), O (water). Run at time 7 hour. Yields the product FC1=C(C(N)=NO)C(=CC=C1F)C(F)(F)F (2,3-difluoro-6-trifluoromethylbenzamidoxime), FC1=C(C(=O)N)C(=CC=C1F)C(F)(F)F (2,3-difluoro-6-trifluoromethylbenzamide), III. Reaction SMILES: C[OH:2].[OH2:3].[NH2:4]O.[F:6][C:7]1[C:14]([F:15])=[CH:13][CH:12]=[C:11]([C:16]([F:19])([F:18])[F:17])[C:8]=1[C:9]#[N:10]>O>[F:6][C:7]1[C:14]([F:15])=[CH:13][CH:12]=[C:11]([C:16]([F:19])([F:17])[F:18])[C:8]=1[C:9](=[N:4][OH:3])[NH2:10].[F:6][C:7]1[C:14]([F:15])=[CH:13][CH:12]=[C:11]([C:16]([F:19])([F:17])[F:18])[C:8]=1[C:9]([NH2:10])=[O:2] |f:0.1|. Procedure: Into an SUS reaction vessel was placed a mixed solvent of 1.5 L of methanol-water (volume ratio 1:2, the same tap water as that used in Example 2 was used as water) into which 99.09 g (1.50 mol) of 50% hydroxylamine aqueous solution was dissolved beforehand. Into the mixed solvent was added 103.56 g (500 mmol) of 2,3-difluoro-6-trifluoromethylbenzonitrile (I″). The reaction temperature stood at 60° C. for 7 hours and was returned to room temperature. In HPLC analysis of the reaction solution, it... Starting materials: O=C(NCc1ccc(F)cc1)c1nc(Br)c2cccnc2c1O, C1CSCCN1, CN1CCCN(C)C1=O, CCN(C(C)C)C(C)C, O=C(O)C(F)(F)F. Product: O=C(NCc1ccc(F)cc1)c1nc(N2CCSCC2)c2cccnc2c1O. Reaction SMILES: [Br:1][c:2]1[c:3]2[cH:4][cH:5][cH:6][n:7][c:8]2[c:9]([OH:23])[c:10]([C:12](=[O:13])[NH:14][CH2:15][c:16]2[cH:17][cH:18][c:19]([F:22])[cH:20][cH:21]2)[n:11]1.[CH2:24]1[CH2:25][S:26][CH2:27][CH2:28][NH:29]1.[CH3:46][N:47]1[CH2:48][CH2:49][CH2:50][N:51]([CH3:52])[C:53]1=[O:54].[CH:30]([N:31]([CH:32]([CH3:33])[CH3:34])[CH2:35][CH3:36])([CH3:37])[CH3:38].[F:39][C:40]([F:41])([F:42])[C:43]([OH:44])=[O:45]>>[c:2]1([N:29]2[CH2:24][CH2:25][S:26][CH2:27][CH2:28]2)[c:3]2[cH:4][cH:5][cH:6][n:7][c:8]2[c:9]([OH:23])[c:10]([C:12](=[O:13])[NH:14][CH2:15][c:16]2[cH:17][cH:18][c:19]([F:22])[cH:20][cH:21]2)[n:11]1. Reactants: C(C1=CN=CC=C1)(=O)[O-].[Na+] (sodium nicotinate), C(C1=CN=CC=C1)(=O)N (nicotinamide), CNC (dimethylamine), C=CC1=CC=CC=C1 (styrene), [Na] (sodium), C(=C)C1=C(C=CC=C1)C=C (divinylbenzene), C(C1=CN=CC=C1)(=O)N (nicotinamide), C(#N)C=1C=NC=CC1 (3-cyanopyridine), C(=C)C1=C(C=CC=C1)C=C (divinylbenzene), C(C1=CN=CC=C1)(=O)N (nicotinamide), [Na] (sodium), C(#N)C=1C=NC=CC1 (3-cyanopyridine), C=CC1=CC=CC=C1 (styrene), C(C1=CN=CC=C1)(=O)N (nicotinamide), C(C1=CN=CC=C1)(=O)[O-].[Na+] (sodium nicotinate). Run in O (water), O (water), O (water). Yields the product C(C1=CN=CC=C1)(=O)[O-] (nicotinate), C(C1=CN=CC=C1)(=O)O (nicotinic acid), C(C1=CN=CC=C1)(=O)N (nicotinamide). The yield is 5.1%. As a reaction SMILES: [C:1]([NH2:9])(=[O:8])[C:2]1[CH:7]=[CH:6][CH:5]=[N:4][CH:3]=1.[C:10]([O-:18])(=[O:17])[C:11]1[CH:16]=[CH:15][CH:14]=[N:13][CH:12]=1.[Na+].C(C1C=NC=CC=1)#N.[Na].C=CC1C=CC=CC=1.C(C1C=CC=CC=1C=C)=C.CNC>O>[C:10]([O-:18])(=[O:17])[C:11]1[CH:16]=[CH:15][CH:14]=[N:13][CH:12]=1.[C:10]([OH:18])(=[O:17])[C:11]1[CH:16]=[CH:15][CH:14]=[N:13][CH:12]=1.[C:1]([NH2:9])(=[O:8])[C:2]1[CH:7]=[CH:6][CH:5]=[N:4][CH:3]=1 |f:1.2,^1:27|. Reported procedure: In this Example a USP grade nicotinamide product was recovered from a crude nicotinamide product medium. The crude contained 39.7% nicotinamide, 2.15% sodium nicotinate and 0.14% 3-cyanopyridine. These and all other percentages given in this Example are percentages by weight unless indicated otherwise. The total sodium content of the medium was 0.38%. On a dry basis, the reaction crude contained 93.7% nicotinamide, 5.07% sodium nicotinate, 0.33% 3-cyanopyridine, and 0.9% total sodium. Cation and... Reactants: B(Br)(Br)Br (boron tribromide), ClC1=CC2=C(N(C(N2)=O)C2=C(C=CC(=C2)Cl)OC)C=C1 (5-Chloro-1-(5-chloro-2-methoxy-phenyl)-1,3-dihydro-benzimidazol-2-one), O (water). Run in ClCCl (dichloromethane). Reaction conditions: time 6 hour. The product is ClC1=CC2=C(N(C(N2)=O)C2=C(C=CC(=C2)Cl)O)C=C1 (5-Chloro-1-(5-chloro-2-hydroxy-phenyl)-1,3-dihydro-benzimidazole-2-one). As a reaction SMILES: [Cl:1][C:2]1[CH:20]=[CH:19][C:5]2[N:6]([C:10]3[CH:15]=[C:14]([Cl:16])[CH:13]=[CH:12][C:11]=3[O:17]C)[C:7](=[O:9])[NH:8][C:4]=2[CH:3]=1.B(Br)(Br)Br.O>ClCCl>[Cl:1][C:2]1[CH:20]=[CH:19][C:5]2[N:6]([C:10]3[CH:15]=[C:14]([Cl:16])[CH:13]=[CH:12][C:11]=3[OH:17])[C:7](=[O:9])[NH:8][C:4]=2[CH:3]=1. Procedure details: 5-Chloro-1-(5-chloro-2-methoxy-phenyl)-1,3-dihydro-benzimidazol-2-one (4 g, 13 mmol) in dichloromethane was cooled to −10° C., and boron tribromide (14.6 ml 1 M solution in dichloromethane 14.6 mmol) was added. The reaction mixture is stirred at room temperature for 6 hours, poured into water (app. 200 ml), and stirred for 15 minutes and filtrated. The title compound was crystallized from toluene/heptane. M.p. 256-257° C. Reactants: OC(C[C@@]1(CCN(C(O1)=O)[C@@H](C)C1=CC=C(C=C1)B1OC(C(O1)(C)C)(C)C)C1=CC=CC=C1)(C)C ((S)-6-(2-hydroxy-2-methylpropyl)-6-phenyl-3-((S)-1-(4-(4,4,5,5-tetramethyl-1,3,2-dioxaborolan-2-yl)phenyl)ethyl)-1,3-oxazinan-2-one), BrC=1SC(=CN1)C(=O)NC(C)(C)C (2-bromo-N-tert-butylthiazole-5-carboxamide). Yields the product C(C)(C)(C)NC(=O)C1=CN=C(S1)C1=CC=C(C=C1)[C@H](C)N1C(O[C@](CC1)(C1=CC=CC=C1)CC(C)(C)O)=O (N-tert-butyl-2-(4-((S)-1-((S)-6-(2-hydroxy-2-methylpropyl)-2-oxo-6-phenyl-1,3-oxazinan-3-yl)ethyl)phenyl)thiazole-5-carboxamide). RXN SMILES: [OH:1][C:2]([CH3:35])([CH3:34])[CH2:3][C@@:4]1([C:28]2[CH:33]=[CH:32][CH:31]=[CH:30][CH:29]=2)[O:9][C:8](=[O:10])[N:7]([C@H:11]([C:13]2[CH:18]=[CH:17][C:16](B3OC(C)(C)C(C)(C)O3)=[CH:15][CH:14]=2)[CH3:12])[CH2:6][CH2:5]1.Br[C:37]1[S:38][C:39]([C:42]([NH:44][C:45]([CH3:48])([CH3:47])[CH3:46])=[O:43])=[CH:40][N:41]=1>>[C:45]([NH:44][C:42]([C:39]1[S:38][C:37]([C:16]2[CH:15]=[CH:14][C:13]([C@@H:11]([N:7]3[CH2:6][CH2:5][C@:4]([CH2:3][C:2]([OH:1])([CH3:34])[CH3:35])([C:28]4[CH:33]=[CH:32][CH:31]=[CH:30][CH:29]=4)[O:9][C:8]3=[O:10])[CH3:12])=[CH:18][CH:17]=2)=[N:41][CH:40]=1)=[O:43])([CH3:48])([CH3:47])[CH3:46]. Procedure details: The title compound was prepared from (S)-6-(2-hydroxy-2-methylpropyl)-6-phenyl-3-((S)-1-(4-(4,4,5,5-tetramethyl-1,3,2-dioxaborolan-2-yl)phenyl)ethyl)-1,3-oxazinan-2-one and 2-bromo-N-tert-butylthiazole-5-carboxamide following a procedure analogous to that described in Example 1 Step 2. LC-MS Method 2 tR=1.351 min, m/z=558.1; 1H NMR (CDCl3) 1.13 (s, 3H), 1.16 (s, 3H), 1.49 (s, 9H), 1.51 (d, 3H), 2.15-2.32 (m, 5H), 2.41 (m, 1H), 2.89 (m, 1H), 3.72 (m, 1H), 5.70 (m, 1H), 5.78 (m, 1H), 7.02 (m, 2H),... The reactants are CCOCCCl, CCc1nc2ccccc2[nH]1. Product: CCOCCn1c(CC)nc2ccccc21. Reaction SMILES: [CH2:12]([CH3:13])[O:14][CH2:15][CH2:16][Cl:17].[CH2:1]([CH3:2])[c:3]1[nH:4][c:5]2[c:6]([n:7]1)[cH:8][cH:9][cH:10][cH:11]2>>[CH2:1]([CH3:2])[c:3]1[n:4][c:5]2[c:6]([n:7]1[CH2:16][CH2:15][O:14][CH2:12][CH3:13])[cH:8][cH:9][cH:10][cH:11]2. The reactants are C(C)(=O)O.C(C)(=O)O.C(C)(=O)O.[C@H]1([C@@H](O)[C@@H](O)[C@@H](O)CO1)N1C(=O)N=C(N)C=C1 (β-L-ribopyranosylcytosine triacetate), N (ammonia). Product: [C@H]1([C@@H](O)[C@@H](O)[C@@H](O)CO1)N1C(=O)N=C(N)C=C1 (β-L-ribopyranosylcytosine). Yield: 17.0%. As a reaction SMILES: C(O)(=O)C.C(O)(=O)C.C(O)(=O)C.[C@H:13]1([N:22]2[CH:29]=[CH:28][C:26]([NH2:27])=[N:25][C:23]2=[O:24])[O:21][CH2:20][C@H:18]([OH:19])[C@H:16]([OH:17])[C@@H:14]1[OH:15].N>>[C@H:13]1([N:22]2[CH:29]=[CH:28][C:26]([NH2:27])=[N:25][C:23]2=[O:24])[O:21][CH2:20][C@H:18]([OH:19])[C@H:16]([OH:17])[C@@H:14]1[OH:15] |f:0.1.2.3|. Reported procedure: β-L-ribopyranosylcytosine triacetate (7) was deprotected by treating with 2.0M methanolic ammonia (80 ml for 10 mmol nucleoside) for 24 h at room temperature. The methanolic ammonia was evaporated in vacuo and the residue was purified by flash chromatography on silica gel (150 g) with chloroform-methanol-water (65:35:4) eluent to give (8) 0.8 g (17% overall yield) of white needles. TLC:Rf =0.17 in chloroform-methanol-water (65:35:4) as a mobile phase.